Dataset: the Open Reaction Database (ORD), a public repository of structured organic reaction records. Task: describe an organic reaction: reactants, conditions, products, and yield The reactants are CCO, O=C[O-], CC(C)(C)OC(=O)N1CC(Oc2ncccc2[N+](=O)[O-])C1, [NH4+], [OH-], [OH-], [Pd+2]. Yields the product CC(C)(C)OC(=O)N1CC(Oc2ncccc2N)C1. RXN SMILES: [CH3:26][CH2:27][OH:28].[CH:22]([O-:23])=[O:24].[N+:1]([O-:2])(=[O:3])[c:4]1[c:5]([O:10][CH:11]2[CH2:12][N:13]([C:15](=[O:16])[O:17][C:18]([CH3:19])([CH3:20])[CH3:21])[CH2:14]2)[n:6][cH:7][cH:8][cH:9]1.[NH4+:25].[OH-:29].[OH-:31].[Pd+2:30]>>[NH2:1][c:4]1[c:5]([O:10][CH:11]2[CH2:12][N:13]([C:15](=[O:16])[O:17][C:18]([CH3:19])([CH3:20])[CH3:21])[CH2:14]2)[n:6][cH:7][cH:8][cH:9]1. Reactants: ClC1=C(C(=CC(=C1)CCN[C@H]([C@@H](C1=CC=C(C=C1)O)O)C)Cl)NCC(=O)OCC (Ethyl N-[2,6-dichloro-4-[2-[[(1S, 2R)-2-hydroxy-2-(4-hydroxyphenyl)-1-methylethyl]amino]ethyl]phenyl]aminoacetate), Cl (hydrochloric acid). Solvent: [OH-].[Na+] (sodium hydroxide). Run at time 1 hour. Yields the product ClC1=C(C(=CC(=C1)CCN[C@H]([C@@H](C1=CC=C(C=C1)O)O)C)Cl)NCC(=O)O (N-[2,6-dichloro-4-[2-[[(1S, 2R)-2-hydroxy-2-(4-hydroxyphenyl)-1-methylethyl]amino]ethyl]phenyl]-aminoacetic acid). Isolated yield 99.1%. Reaction SMILES: [Cl:1][C:2]1[CH:7]=[C:6]([CH2:8][CH2:9][NH:10][C@@H:11]([CH3:21])[C@H:12]([OH:20])[C:13]2[CH:18]=[CH:17][C:16]([OH:19])=[CH:15][CH:14]=2)[CH:5]=[C:4]([Cl:22])[C:3]=1[NH:23][CH2:24][C:25]([O:27]CC)=[O:26].Cl>[OH-].[Na+]>[Cl:1][C:2]1[CH:7]=[C:6]([CH2:8][CH2:9][NH:10][C@@H:11]([CH3:21])[C@H:12]([OH:20])[C:13]2[CH:14]=[CH:15][C:16]([OH:19])=[CH:17][CH:18]=2)[CH:5]=[C:4]([Cl:22])[C:3]=1[NH:23][CH2:24][C:25]([OH:27])=[O:26] |f:2.3|. Procedure details: Ethyl N-[2,6-dichloro-4-[2-[[(1S, 2R)-2-hydroxy-2-(4-hydroxyphenyl)-1-methylethyl]amino]ethyl]phenyl]aminoacetate (500 mg) was dissolved in 1N aqueous sodium hydroxide solution (5.0 ml), and the solution was stirred for 1 hour at room temperature. To the reaction mixture was added 1N hydrochloric acid (5.0 ml) under ice-cooling with stirring, and collection of the resulting precipitates by filtration gave N-[2,6-dichloro-4-[2-[[(1S, 2R)-2-hydroxy-2-(4-hydroxyphenyl)-1-methylethyl]amino]ethyl]phe...